This data is from the Open Reaction Database (ORD), a public repository of structured organic reaction records. The task is: describe an organic reaction: reactants, conditions, products, and yield Product: CC(C)(C)OC(=O)N1CCN(c2ccc(C(F)(F)F)c(F)c2)CC1. RXN SMILES: [Br:14][c:15]1[cH:16][c:17]([F:25])[c:18]([C:21]([F:22])([F:23])[F:24])[cH:19][cH:20]1.[C:1]([CH3:2])([CH3:3])([CH3:4])[O:5][C:6](=[O:7])[N:8]1[CH2:9][CH2:10][NH:11][CH2:12][CH2:13]1.[CH3:56][C:57]([CH3:58])([O-:59])[CH3:60].[CH3:62][c:63]1[cH:64][cH:65][cH:66][cH:67][cH:68]1.[CH:27]([c:28]1[cH:29][cH:30][cH:31][c:32]([CH:33]([CH3:34])[CH3:35])[c:36]1-[n+:37]1[cH:38][cH:39][n:40](-[c:41]2[c:42]([CH:43]([CH3:44])[CH3:45])[cH:46][cH:47][cH:48][c:49]2[CH:50]([CH3:51])[CH3:52])[cH:53]1)([CH3:54])[CH3:55].[Cl-:26].[Na+:61]>>[C:1]([CH3:2])([CH3:3])([CH3:4])[O:5][C:6](=[O:7])[N:8]1[CH2:9][CH2:10][N:11]([c:15]2[cH:16][c:17]([F:25])[c:18]([C:21]([F:22])([F:23])[F:24])[cH:19][cH:20]2)[CH2:12][CH2:13]1. Reactants: Fc1cc(Br)ccc1C(F)(F)F, CC(C)(C)OC(=O)N1CCNCC1, CC(C)(C)[O-], Cc1ccccc1, CC(C)c1cccc(C(C)C)c1-n1cc[n+](-c2c(C(C)C)cccc2C(C)C)c1, [Cl-], [Na+]. Starting materials: COC1=CC=C(CN)C=C1 (4-methoxybenzylamine), BrCCCCC1(C2=CC=CC=C2C=2C=CC=CC12)C(=O)Cl (9-(4-bromo-butyl)-9H-fluorene-9-carboxylic acid chloride). Yields the product COC1=CC=C(CNC(=O)C2(C3=CC=CC=C3C=3C=CC=CC23)CCCCBr)C=C1 (9-(4-bromo-butyl)-9H-fluorene-9-carboxylic acid-4-methoxy-benzylamide). As a reaction SMILES: [CH3:1][O:2][C:3]1[CH:10]=[CH:9][C:6]([CH2:7][NH2:8])=[CH:5][CH:4]=1.[Br:11][CH2:12][CH2:13][CH2:14][CH2:15][C:16]1([C:29](Cl)=[O:30])[C:28]2[CH:27]=[CH:26][CH:25]=[CH:24][C:23]=2[C:22]2[C:17]1=[CH:18][CH:19]=[CH:20][CH:21]=2>>[CH3:1][O:2][C:3]1[CH:10]=[CH:9][C:6]([CH2:7][NH:8][C:29]([C:16]2([CH2:15][CH2:14][CH2:13][CH2:12][Br:11])[C:28]3[CH:27]=[CH:26][CH:25]=[CH:24][C:23]=3[C:22]3[C:17]2=[CH:18][CH:19]=[CH:20][CH:21]=3)=[O:30])=[CH:5][CH:4]=1. Procedure: Prepared analogously to Example 1 from 4-methoxybenzylamine and 9-(4-bromo-butyl)-9H-fluorene-9-carboxylic acid chloride. Reactants: CC1=CC=C(OC2=C(C(=O)O)C=C(C=C2)C)C=C1 (2-(4-methyl-phenoxy)-5-methyl-benzoic acid), [OH-].[Na+] (sodium hydroxide), O1CCCC1 (tetrahydrofuran), solution, sodium dihydro-bis(1-methoxyethoxy)-aluminate. Run in C1=CC=CC=C1 (benzene). Yields the product CC1=CC=C(OC2=C(CO)C=C(C=C2)C)C=C1 (2-(4-methylphenoxy)-5-methyl-benzyl alcohol). RXN SMILES: [CH3:1][C:2]1[CH:18]=[CH:17][C:5]([O:6][C:7]2[CH:15]=[CH:14][C:13]([CH3:16])=[CH:12][C:8]=2[C:9](O)=[O:10])=[CH:4][CH:3]=1.O1CCCC1.[OH-].[Na+]>C1C=CC=CC=1>[CH3:1][C:2]1[CH:3]=[CH:4][C:5]([O:6][C:7]2[CH:15]=[CH:14][C:13]([CH3:16])=[CH:12][C:8]=2[CH2:9][OH:10])=[CH:17][CH:18]=1 |f:2.3|. Procedure: A solution of 121 g. of 2-(4-methyl-phenoxy)-5-methyl-benzoic acid in 600 ml. of tetrahydrofuran is slowly added dropwise, with cooling in an icebath, to 420 ml. of a 70% solution of sodium dihydro-bis(1-methoxyethoxy)-aluminate in benzene and stirred for an additional hour at room temperature. To the obtained clear solution, 800 ml. of 20% aqueous sodium hydroxide solution are carefully added dropwise. Then, the organic phase is separated. The aqueous phase is extracted three additional times w... Starting materials: CC=1N=CC=C2C3=C(N(C(C12)=O)C)C=C(C=C3)OC[C@H](CC(C)C)NC(OC(C)(C)C)=O ((S)-tert-butyl (1-((4,6-dimethyl-5-oxo-5,6-dihydrobenzo[c][2,7]naphthyridin-8-yl)oxy)-4-methylpentan-2-yl)carbamate), II (iodine), I(=O)(=O)(=O)O (periodic acid), OS(=O)(=O)O (H2SO4), CC(=O)O (AcOH). Reaction conditions: time 3 hour. Product: CC=1N=CC=C2C3=C(N(C(C12)=O)C)C=C(C=C3)OC[C@H](CC(C)C)N3C(C1=CC=CC=C1C3=O)=O ((S)-2-(1-(4,6-dimethyl-5-oxo-5,6-dihydrobenzo[c][2,7]naphthyridin-8-yloxy)-4-methylpentan-2-yl)isoindoline-1,3-dione). RXN SMILES: [CH3:1][C:2]1[N:3]=[CH:4][CH:5]=[C:6]2[C:11]=1[C:10](=[O:12])[N:9]([CH3:13])[C:8]1[CH:14]=[C:15]([O:18][CH2:19][C@@H:20]([NH:25][C:26](=O)[O:27]C(C)(C)C)[CH2:21][CH:22]([CH3:24])[CH3:23])[CH:16]=[CH:17][C:7]2=1.I(O)(=O)(=O)=O.OS(O)(=O)=O.II.[CH3:45][C:46]([OH:48])=O>>[CH3:1][C:2]1[N:3]=[CH:4][CH:5]=[C:6]2[C:11]=1[C:10](=[O:12])[N:9]([CH3:13])[C:8]1[CH:14]=[C:15]([O:18][CH2:19][C@@H:20]([N:25]3[C:46](=[O:48])[C:45]4[C:4](=[CH:5][CH:6]=[CH:7][CH:8]=4)[C:26]3=[O:27])[CH2:21][CH:22]([CH3:24])[CH3:23])[CH:16]=[CH:17][C:7]2=1. Procedure details: (S)-tert-butyl (1-((4,6-dimethyl-5-oxo-5,6-dihydrobenzo[c][2,7]naphthyridin-8-yl)oxy)-4-methylpentan-2-yl)carbamate (300 mg, 0.683 mmol) was taken up in AcOH (15 mL) and treated with periodic acid (156 mg, 0.683 mmol) and H2SO4 (0.018 mL, 0.341 mmol). The reaction mixture was heated to 80° C. for 20 min after which time iodine (104 mg, 0.410 mmol) was added and heating was continued for an additional 3 h. After cooling, the volatiles were evaporated. The residue was taken up in ethyl acetate (25... Starting materials: Cl (hydrochloric acid), [Na] (sodium), NC1=C(C(=NN1)C1=CC=C(C=C1)F)C1=CC=NC=C1 (5-amino-3-(4-fluorophenyl)-4-(pyridin-4-yl)pyrazole), C(#N)CC(=O)OCC (ethyl cyanoacetate). Solvent: O (water), C(C)O (ethanol). Yields the product NC1=CC(=NC=2N1N=C(C2C2=CC=NC=C2)C2=CC=C(C=C2)F)O (7-amino-2-(4-fluorophenyl)-5-hydroxy-3-(pyridin-4-yl)pyrazolo[1,5-a]pyrimidine). Isolated yield 84.1%. Reaction SMILES: [Na].[NH2:2][C:3]1[NH:7][N:6]=[C:5]([C:8]2[CH:13]=[CH:12][C:11]([F:14])=[CH:10][CH:9]=2)[C:4]=1[C:15]1[CH:20]=[CH:19][N:18]=[CH:17][CH:16]=1.[C:21]([CH2:23][C:24](OCC)=[O:25])#[N:22].Cl>C(O)C.O>[NH2:22][C:21]1[N:7]2[N:6]=[C:5]([C:8]3[CH:13]=[CH:12][C:11]([F:14])=[CH:10][CH:9]=3)[C:4]([C:15]3[CH:20]=[CH:19][N:18]=[CH:17][CH:16]=3)=[C:3]2[N:2]=[C:24]([OH:25])[CH:23]=1 |^1:0|. Procedure details: To a solution of sodium (23 mg) in dry ethanol (3 ml) was added 5-amino-3-(4-fluorophenyl)-4-(pyridin-4-yl)pyrazole (254 mg) and ethyl cyanoacetate (113 mg). The mixture was refluxed for 5 hours and cooled. To the reaction mixture were added 1N-hydrochloric acid (2 ml) and water (5 ml). The separated solid was collected, washed with water and dried to give 7-amino-2-(4-fluorophenyl)-5-hydroxy-3-(pyridin-4-yl)pyrazolo[1,5-a]pyrimidine (270 mg).